From a dataset of the Open Reaction Database (ORD), a public repository of structured organic reaction records. describe an organic reaction: reactants, conditions, products, and yield The reactants are COC1=CC=C2CCC(CC2=C1)C(=O)OC (methyl 7-methoxy-1,2,3,4-tetrahydronaphthalene-2-carboxylate), [OH-].[Na+] (NaOH). The solvent is CO (MeOH). Reaction conditions: time 3 hour. Product: COC1=CC=C2CCC(CC2=C1)C(=O)O (7-methoxy-1,2,3,4tetrahydronaphthalene-2-carboxylic acid). The yield is 90.9%. RXN SMILES: [CH3:1][O:2][C:3]1[CH:12]=[C:11]2[C:6]([CH2:7][CH2:8][CH:9]([C:13]([O:15]C)=[O:14])[CH2:10]2)=[CH:5][CH:4]=1.[OH-].[Na+]>CO>[CH3:1][O:2][C:3]1[CH:12]=[C:11]2[C:6]([CH2:7][CH2:8][CH:9]([C:13]([OH:15])=[O:14])[CH2:10]2)=[CH:5][CH:4]=1 |f:1.2|. Procedure: To a solution of methyl 7-methoxy-1,2,3,4-tetrahydronaphthalene-2-carboxylate (4.03 g, 18.3 mmol), in MeOH (180 mL), was added 1N NaOH solution (73.2 mL, 73.3 mmol). The reaction was allowed to stir for 3 h and then the solvents were evaporated until approximately 50 mL of water remained. The solution was washed with Et2O and then the aqueous phase was acidified to pH 1 by the addition of 1N HCl solution. A precipitate formed and was filtered, washed with water and hexane, and dried under vacuum...